Dataset: the Open Reaction Database (ORD), a public repository of structured organic reaction records. Task: describe an organic reaction: reactants, conditions, products, and yield Reaction SMILES: [B:23]([Br:24])([Br:25])[Br:26].[Cl:1][c:2]1[cH:3][cH:4][cH:5][c:6]2[cH:7][cH:8][c:9](-[n:12]3[cH:13][n:14][c:15]4[c:16]3[cH:17][cH:18][c:19]([O:21][CH3:22])[cH:20]4)[n:10][c:11]12.[Cl:30][CH2:31][Cl:32].[ClH:29].[Na+:28].[OH-:27]>>[Cl:1][c:2]1[cH:3][cH:4][cH:5][c:6]2[cH:7][cH:8][c:9](-[n:12]3[cH:13][n:14][c:15]4[c:16]3[cH:17][cH:18][c:19]([OH:21])[cH:20]4)[n:10][c:11]12. The reactants are BrB(Br)Br, COc1ccc2c(c1)ncn2-c1ccc2cccc(Cl)c2n1, ClCCl, Cl, [Na+], [OH-]. Yields the product Oc1ccc2c(c1)ncn2-c1ccc2cccc(Cl)c2n1. Reactants: C(C)(=O)O (acetic acid), C(CCC)[Li] (n-butyl lithium), [Br-].COC1=C(C[P+](C2=CC=CC=C2)(C2=CC=CC=C2)C2=CC=CC=C2)C=C(C=C1)OC (2,5-dimethoxybenzyl triphenylphosphonium bromide), C(C1=CC=CC=C1)CC(C)=O (Benzyl acetone). Solvent: O1CCCC1 (tetrahydrofuran). Product: COC1=C(C=C(C=C1)OC)C=C(CCC1=CC=CC=C1)C (1-(2,5-dimethoxyphenyl)-2-methyl-4-phenyl-1-butene). As a reaction SMILES: C([Li])CCC.[Br-].[CH3:7][O:8][C:9]1[CH:34]=[CH:33][C:32]([O:35][CH3:36])=[CH:31][C:10]=1[CH2:11][P+](C1C=CC=CC=1)(C1C=CC=CC=1)C1C=CC=CC=1.[CH2:37]([CH2:44][C:45](=O)[CH3:46])[C:38]1[CH:43]=[CH:42][CH:41]=[CH:40][CH:39]=1.C(O)(=O)C>O1CCCC1>[CH3:7][O:8][C:9]1[CH:34]=[CH:33][C:32]([O:35][CH3:36])=[CH:31][C:10]=1[CH:11]=[C:45]([CH3:46])[CH2:44][CH2:37][C:38]1[CH:43]=[CH:42][CH:41]=[CH:40][CH:39]=1 |f:1.2|. Procedure details: A solution of n-butyl lithium (29 ml. of 2.2 M) is added dropwise to 2,5-dimethoxybenzyl triphenylphosphonium bromide (31.5 g.) in tetrahydrofuran (200 ml.) with stirring and the resulting deep red solution is stirred for one-half hour. Benzyl acetone (9.4 g.) is added dropwise and the reaction mixture stirred for 12 hours. It is then adjusted to pH 7 by addition of acetic acid and concentrated under reduced pressure. The residue is extracted with methylene chloride and the extract evaporated to...